From a dataset of the Open Reaction Database (ORD), a public repository of structured organic reaction records. describe an organic reaction: reactants, conditions, products, and yield The reactants are FC1=CC=C(C=C1)C1=NC2=CC=CC=C2C(=N1)C(=O)O (2-(4-fluorophenyl)quinazoline-4-carboxylic acid), Cl.OC1=C2CCNCC2=CC=C1N(C)C (5-hydroxy-6-dimethylamino-1,2,3,4-tetrahydroisoquinoline hydrochloride). The product is FC1=CC=C(C=C1)C1=NC2=CC=CC=C2C(=N1)C(=O)N1CC2=CC=C(C(=C2CC1)O)N(C)C (2-[[2-(4-fluorophenyl)quinazolin-4-yl]carbonyl]-5-hydroxy-6-dimethylamino-1,2,3,4-tetrahydroisoquinoline). Isolated yield 5.0%. As a reaction SMILES: [F:1][C:2]1[CH:7]=[CH:6][C:5]([C:8]2[N:17]=[C:16]([C:18]([OH:20])=O)[C:15]3[C:10](=[CH:11][CH:12]=[CH:13][CH:14]=3)[N:9]=2)=[CH:4][CH:3]=1.Cl.[OH:22][C:23]1[C:32]([N:33]([CH3:35])[CH3:34])=[CH:31][CH:30]=[C:29]2[C:24]=1[CH2:25][CH2:26][NH:27][CH2:28]2>>[F:1][C:2]1[CH:7]=[CH:6][C:5]([C:8]2[N:17]=[C:16]([C:18]([N:27]3[CH2:26][CH2:25][C:24]4[C:29](=[CH:30][CH:31]=[C:32]([N:33]([CH3:35])[CH3:34])[C:23]=4[OH:22])[CH2:28]3)=[O:20])[C:15]3[C:10](=[CH:11][CH:12]=[CH:13][CH:14]=3)[N:9]=2)=[CH:4][CH:3]=1 |f:1.2|. Procedure details: Reaction of 2-(4-fluorophenyl)quinazoline-4-carboxylic acid with 5-hydroxy-6-dimethylamino-1,2,3,4-tetrahydroisoquinoline hydrochloride gave compound 4 (5% yield) as a brown solid. 1H NMR (300 MHz, CDCl3) δ 2.71 and 3.17 (2d, 6H), 2.85 and 3.09 (2t, 2H), 3.58 and 4.21 (2t, 2H), 4.48 and 5.09 (2s, 2H), 6.36 and 6.84 (2d, 1H), 6.96-7.25 (m, 3H), 7.57-8.15 (m, 5H), 8.62-8.69 (m, 2H); MS (ESI) m/z 443 ([M+H]+).